Dataset: the Open Reaction Database (ORD), a public repository of structured organic reaction records. Task: describe an organic reaction: reactants, conditions, products, and yield The reactants are [BH4-], CC(N)C(=O)O, CO, [Na+], [Na+], [OH-], O=CCCc1ccc(OCCCc2ccccc2)cc1. The product is CC(NCCCc1ccc(OCCCc2ccccc2)cc1)C(=O)O. Reaction SMILES: [BH4-:29].[CH3:1][CH:2]([NH2:3])[C:4]([OH:5])=[O:6].[CH3:31][OH:32].[Na+:30].[Na+:8].[OH-:7].[c:9]1([CH2:15][CH2:16][CH2:17][O:18][c:19]2[cH:20][cH:21][c:22]([CH2:25][CH2:26][CH:27]=[O:28])[cH:23][cH:24]2)[cH:10][cH:11][cH:12][cH:13][cH:14]1>>[CH3:1][CH:2]([NH:3][CH2:27][CH2:26][CH2:25][c:22]1[cH:21][cH:20][c:19]([O:18][CH2:17][CH2:16][CH2:15][c:9]2[cH:10][cH:11][cH:12][cH:13][cH:14]2)[cH:24][cH:23]1)[C:4]([OH:5])=[O:6]. Reactants: C1(=CC=CC=C1)CCCCCCCCCCCCCCCCCC[Si](OCC)(OCC)OCC (18-phenyl octadecyl triethoxysilane), alcohol, Cl (hydrochloric acid). Run in CO (methanol). The product is C1(=CC=CC=C1)CCCCCCCCCCCCCCCCCC[Si](OC)(OC)OC (18-phenyl octadecyl trimethoxysilane). Reaction SMILES: [C:1]1([CH2:7][CH2:8][CH2:9][CH2:10][CH2:11][CH2:12][CH2:13][CH2:14][CH2:15][CH2:16][CH2:17][CH2:18][CH2:19][CH2:20][CH2:21][CH2:22][CH2:23][CH2:24][Si:25]([O:32][CH2:33]C)([O:29][CH2:30]C)[O:26][CH2:27]C)[CH:6]=[CH:5][CH:4]=[CH:3][CH:2]=1.Cl>CO>[C:1]1([CH2:7][CH2:8][CH2:9][CH2:10][CH2:11][CH2:12][CH2:13][CH2:14][CH2:15][CH2:16][CH2:17][CH2:18][CH2:19][CH2:20][CH2:21][CH2:22][CH2:23][CH2:24][Si:25]([O:32][CH3:33])([O:26][CH3:27])[O:29][CH3:30])[CH:2]=[CH:3][CH:4]=[CH:5][CH:6]=1. Reported procedure: The 18-phenyl octadecyl triethoxysilane obtained was subjected to alcohol exchange reaction in methanol having a small quantity of hydrochloric acid dissolved therein to obtain 6.5 g of 18-phenyl octadecyl trimethoxysilane. The purity by HPLC was 89.4%. The reactants are ClC=1C2=C(N=CN1)C(=CS2)C (4-chloro-7-methyl-thieno[3,2-d]pyrimidine), C(C)(=O)[O-].[Na+] (sodium acetate). The reagents and catalysts are [OH-].[OH-].[Pd+2] (palladium hydroxide on carbon). Solvent: C(C)(=O)OCC (ethyl acetate), C(C)(C)O (isopropanol). Reaction conditions: time 8 hour. Product: CC1=CSC2=C1N=CN=C2 (7-methyl-thieno[3,2-d]pyrimidine). Yield: 61.5%. RXN SMILES: Cl[C:2]1[C:3]2[S:10][CH:9]=[C:8]([CH3:11])[C:4]=2[N:5]=[CH:6][N:7]=1.C([O-])(=O)C.[Na+]>C(OCC)(=O)C.C(O)(C)C.[OH-].[OH-].[Pd+2]>[CH3:11][C:8]1[C:4]2[N:5]=[CH:6][N:7]=[CH:2][C:3]=2[S:10][CH:9]=1 |f:1.2,5.6.7|. Procedure details: A mixture of 4-chloro-7-methyl-thieno[3,2-d]pyrimidine (2 g), palladium hydroxide on carbon (20%, 1 g) and sodium acetate (2 g) in a mixture of ethyl acetate and isopropanol (5/1, 30 mL) was shaken in a Parr apparatus under hydrogen atmosphere (50 PSI) overnight. The resulting mixture was filtered on a CELITE™ pad, the filter cake was washed with dichloromethane and the filtrate was evaporated under reduced pressure. The crude residue was purified by flash chromatography (acetone/DCM, 3/97) to a... Starting materials: OC1=CC=C(C=C1)C=1C2=CC=C(N2)C(=C2C=CC(C(=C3C=CC(=C(C=4C=CC1N4)C4=CC=C(C=C4)O)N3)C3=CC=C(C=C3)O)=N2)C2=CC=C(C=C2)O (5,10,15,20-tetrakis-(4-hydroxy-phenyl)-porphyrin), C(=O)([O-])[O-].[K+].[K+] (K2CO3), BrCCCCCCCCCCC (1-bromoundecane). The solvent is C1(=CC=CC=C1)C.C(C)O (toluene ethanol), CN(C)C=O (DMF), CN(C)C=O (DMF), ClCCl (dichloromethane). Conditions: time 1.5 hour. The product is OC1=CC=C(C=C1)C=1C2=CC=C(N2)C(=C2C=CC(C(=C3C=CC(=C(C=4C=CC1N4)C4=CC=C(C=C4)O)N3)C3=CC=C(C=C3)O)=N2)C2=CC=C(C=C2)OCCCCCCCCCCC (5,10,15-tris-(4-Hydroxy-phenyl)-20-(4-undecyloxy-phenyl)-porphyrin). Reaction SMILES: [OH:1][C:2]1[CH:7]=[CH:6][C:5]([C:8]2[C:9]3[NH:13][C:12]([C:14]([C:46]4[CH:51]=[CH:50][C:49]([OH:52])=[CH:48][CH:47]=4)=[C:15]4[N:45]=[C:18]([C:19]([C:38]5[CH:43]=[CH:42][C:41]([OH:44])=[CH:40][CH:39]=5)=[C:20]5[NH:37][C:23](=[C:24]([C:30]6[CH:35]=[CH:34][C:33]([OH:36])=[CH:32][CH:31]=6)[C:25]6[CH:26]=[CH:27][C:28]=2[N:29]=6)[CH:22]=[CH:21]5)[CH:17]=[CH:16]4)=[CH:11][CH:10]=3)=[CH:4][CH:3]=1.C([O-])([O-])=O.[K+].[K+].Br[CH2:60][CH2:61][CH2:62][CH2:63][CH2:64][CH2:65][CH2:66][CH2:67][CH2:68][CH2:69][CH3:70]>CN(C=O)C.ClCCl.C1(C)C=CC=CC=1.C(O)C>[OH:52][C:49]1[CH:48]=[CH:47][C:46]([C:14]2[C:12]3[NH:13][C:9]([C:8]([C:5]4[CH:6]=[CH:7][C:2]([O:1][CH2:70][CH2:69][CH2:68][CH2:67][CH2:66][CH2:65][CH2:64][CH2:63][CH2:62][CH2:61][CH3:60])=[CH:3][CH:4]=4)=[C:28]4[N:29]=[C:25]([C:24]([C:30]5[CH:31]=[CH:32][C:33]([OH:36])=[CH:34][CH:35]=5)=[C:23]5[NH:37][C:20](=[C:19]([C:38]6[CH:43]=[CH:42][C:41]([OH:44])=[CH:40][CH:39]=6)[C:18]6[CH:17]=[CH:16][C:15]=2[N:45]=6)[CH:21]=[CH:22]5)[CH:26]=[CH:27]4)=[CH:10][CH:11]=3)=[CH:51][CH:50]=1 |f:1.2.3,7.8|. Procedure: To a vigorously-stirred suspension of 5,10,15,20-tetrakis-(4-hydroxy-phenyl)-porphyrin (400 mg, 0.59 mmol) and K2CO3 (1.0 g, 7.1 mmol) in DMF (75 mL), a solution of 1-bromoundecane (0.1 mL, 0.45 mmol) in DMF (10 mL) is added dropwise at 50° C. during 30 mins and the mixture is stirred at the same temperature for 1.5 h. After removal by filtration of K2CO3 and removal under reduced pressure of DMF, the residue obtained is dissolved in dichloromethane (200 mL), washed with water (3×150 mL) and the...